This data is from the Open Reaction Database (ORD), a public repository of structured organic reaction records. The task is: describe an organic reaction: reactants, conditions, products, and yield RXN SMILES: [CH2:1]([CH3:2])[O:3][C:4]([CH:5]([CH2:6][CH:7]1[CH2:8][CH2:9][CH2:10][CH2:11]1)[c:12]1[cH:13][cH:14][c:15]([S:18](=[O:19])(=[O:20])[N:21]2[CH2:22][CH2:23][N:24]([CH3:27])[CH2:25][CH2:26]2)[cH:16][cH:17]1)=[O:28].[CH3:32][OH:33].[Na+:31].[OH-:30].[OH2:29]>>[O:3]=[C:4]([CH:5]([CH2:6][CH:7]1[CH2:8][CH2:9][CH2:10][CH2:11]1)[c:12]1[cH:13][cH:14][c:15]([S:18](=[O:19])(=[O:20])[N:21]2[CH2:22][CH2:23][N:24]([CH3:27])[CH2:25][CH2:26]2)[cH:16][cH:17]1)[OH:28]. The reactants are CCOC(=O)C(CC1CCCC1)c1ccc(S(=O)(=O)N2CCN(C)CC2)cc1, CO, [Na+], [OH-], O. Product: CN1CCN(S(=O)(=O)c2ccc(C(CC3CCCC3)C(=O)O)cc2)CC1. Starting materials: C(CCC)[Li] (n-Butyllithium), ClC1=C(C=CC(=C1)OC(F)(F)F)Br (2-chloro-4-trifluoromethoxybromobenzene), C(=O)=O (carbon dioxide). Solvent: CCOCC (ether). Run at temperature -78 celsius, time 4 hour. Product: ClC1=C(C(=O)O)C=CC(=C1)OC(F)(F)F (2-chloro-4-trifluoromethoxybenzoic acid). RXN SMILES: C([Li])CCC.[Cl:6][C:7]1[CH:12]=[C:11]([O:13][C:14]([F:17])([F:16])[F:15])[CH:10]=[CH:9][C:8]=1Br.[C:19](=[O:21])=[O:20]>CCOCC>[Cl:6][C:7]1[CH:12]=[C:11]([O:13][C:14]([F:17])([F:16])[F:15])[CH:10]=[CH:9][C:8]=1[C:19]([OH:21])=[O:20]. Reported procedure: n-Butyllithium (2.5M in hexane, 38 ml) was added to a stirred, cooled solution of 2-chloro-4-trifluoromethoxybromobenzene (25 g) in ether while maintaining the temperature below -70° C. The mixture was stirred at -78° C. for 4 hours then poured onto solid carbon dioxide with stirring. The mixture was allowed to warm to room temperature and acidified to pH1. The layers were separated and the organic layer was washed with water, dried (MgSO4) and filtered. The filtrate was evaporated to dryness an...